Dataset: the Open Reaction Database (ORD), a public repository of structured organic reaction records. Task: describe an organic reaction: reactants, conditions, products, and yield Yields the product C[Si](CCSC1=CC=C2C(=CC(OC2=C1)=O)C1=COC=C1)(C)C (7-(2-Trimethylsilylethylthio)-4-(furan-3-yl)coumarin). Run in CN1C(CCC1)=O (1-methyl-2-pyrrolidinone). The yield is 54.3%. Procedure details: A mixture of 7-bromo-4-(furan-3-yl)coumarin (Coumarin 4) (1.5 g, 5.15 mmol), 2-(trimethylsilyl)ethanethiol (830 mg, 6.18 mmol), and K2CO3 (1.77 g, 12.9 mmol) in 1-methyl-2-pyrrolidinone (12 mL) was heated at 105° C. for 4 h. After cooling, there was added saturated aqueous NH4Cl (10 mL), then H2O (50 mL) and the mixture was extracted twice with EtOAc. The organic extracts were washed 4 times with H2O, dried over MgSO4 and evaporated to a residue which was chromatographed on silica gel eluting wi... The reactants are [NH4+].[Cl-] (NH4Cl), BrC1=CC=C2C(=CC(OC2=C1)=O)C1=COC=C1 (7-bromo-4-(furan-3-yl)coumarin), C[Si](CCS)(C)C (2-(trimethylsilyl)ethanethiol), C(=O)([O-])[O-].[K+].[K+] (K2CO3). Reaction SMILES: Br[C:2]1[CH:11]=[C:10]2[C:5]([C:6]([C:13]3[CH:17]=[CH:16][O:15][CH:14]=3)=[CH:7][C:8](=[O:12])[O:9]2)=[CH:4][CH:3]=1.[CH3:18][Si:19]([CH3:24])([CH3:23])[CH2:20][CH2:21][SH:22].C([O-])([O-])=O.[K+].[K+].[NH4+].[Cl-]>CN1CCCC1=O>[CH3:18][Si:19]([CH3:24])([CH3:23])[CH2:20][CH2:21][S:22][C:2]1[CH:11]=[C:10]2[C:5]([C:6]([C:13]3[CH:17]=[CH:16][O:15][CH:14]=3)=[CH:7][C:8](=[O:12])[O:9]2)=[CH:4][CH:3]=1 |f:2.3.4,5.6|. Reaction conditions: temperature 105 celsius. Reactants: O=c1ccc(Br)cn1CCO, ClCCl, BrP(Br)Br. Product: O=c1ccc(Br)cn1CCBr. As a reaction SMILES: [Br:1][c:2]1[cH:3][cH:4][c:5](=[O:11])[n:6]([CH2:8][CH2:9][OH:10])[cH:7]1.[Cl:16][CH2:17][Cl:18].[P:12]([Br:13])([Br:14])[Br:15]>>[Br:1][c:2]1[cH:3][cH:4][c:5](=[O:11])[n:6]([CH2:8][CH2:9][Br:13])[cH:7]1. Reactants: ClC1=NC=CC2=C1COC2=C2C(NC1=CC=C(C=C21)F)=O (3-(4-chloro-3H-furo[3,4-c]pyridin-1-ylidene)-5-fluoro-1,3-dihydro-indol-2-one), C(=O)[O-].[NH4+] (ammonium formate). The reagents and catalysts are [Pd] (Pd/C). Run in C(C)O (ethanol). Conditions: time 24 hour. The product is C1(OCC=2C=NC=CC21)=C2C(NC1=CC=C(C=C21)C)=O (3-(3H-Furo[3,4-c]pyridin-1-ylidene)-5-methyl-1,3-dihydro-indol-2-one). The yield is 44.5%. Reaction SMILES: Cl[C:2]1[C:7]2[CH2:8][O:9][C:10](=[C:11]3[C:19]4[C:14](=[CH:15][CH:16]=[C:17](F)[CH:18]=4)[NH:13][C:12]3=[O:21])[C:6]=2[CH:5]=[CH:4][N:3]=1.[CH:22]([O-])=O.[NH4+]>C(O)C.[Pd]>[C:10]1(=[C:11]2[C:19]3[C:14](=[CH:15][CH:16]=[C:17]([CH3:22])[CH:18]=3)[NH:13][C:12]2=[O:21])[C:6]2[CH:5]=[CH:4][N:3]=[CH:2][C:7]=2[CH2:8][O:9]1 |f:1.2|. Procedure: A solution of 3-(4-chloro-3H-furo[3,4-c]pyridin-1-ylidene)-5-fluoro-1,3-dihydro-indol-2-one (50 mg, 0.17 mmol) is dissolved in ethanol (10 mL) and treated with 5% Pd/C (50 mg), ammonium formate (500 mg, 7.93 mmol) The reaction mixture is stirred at room temperature for 24 h. The reaction mixture is evaporated and the residue is loaded onto silica gel and purified by chromatography (silica gel). The product containing fractions are concentrated to give the title compound as a yellow solid (20 mg,... The reactants are OC1=C(C(C(C2=CC=CC=C12)(CC=C(C)C)C)=O)C1=NS(C2=C(N1)C=CC(=C2)NS(=O)(=O)C)(=O)=O (N-{3-[1-hydroxy-4-methyl-4-(3-methylbut-2-enyl)-3-oxo-3,4-dihydronaphthalen-2-yl]-1,1-dioxido-4H-1,2,4-benzothiadiazin-7-yl}methanesulfonamide), Cl (hydrochloric acid), O1CCOCC1 (dioxane). Yields the product OC1=C(C(C(C2=CC=CC=C12)(C)CCC(C)(C)O)=O)C1=NS(C2=C(N1)C=CC(=C2)NS(=O)(=O)C)(=O)=O (N-{3-[1-hydroxy-4-(3-hydroxy-3-methylbutyl)-4-methyl-3-oxo-3,4-dihydronaphthalen-2-yl]-1,1-dioxido-4H-1,2,4-benzothiadiazin-7-yl}methanesulfonamide). Reaction SMILES: [OH:1][C:2]1[C:11]2[C:6](=[CH:7][CH:8]=[CH:9][CH:10]=2)[C:5]([CH3:17])([CH2:12][CH:13]=[C:14]([CH3:16])[CH3:15])[C:4](=[O:18])[C:3]=1[C:19]1[NH:24][C:23]2[CH:25]=[CH:26][C:27]([NH:29][S:30]([CH3:33])(=[O:32])=[O:31])=[CH:28][C:22]=2[S:21](=[O:35])(=[O:34])[N:20]=1.Cl.[O:37]1CCOCC1>>[OH:1][C:2]1[C:11]2[C:6](=[CH:7][CH:8]=[CH:9][CH:10]=2)[C:5]([CH2:12][CH2:13][C:14]([OH:37])([CH3:15])[CH3:16])([CH3:17])[C:4](=[O:18])[C:3]=1[C:19]1[NH:24][C:23]2[CH:25]=[CH:26][C:27]([NH:29][S:30]([CH3:33])(=[O:32])=[O:31])=[CH:28][C:22]=2[S:21](=[O:35])(=[O:34])[N:20]=1. Procedure details: To a solution of Example 139 (40 mg, 0.078 mmol) in dioxane (3 mL) was added a solution of 6N aqueous hydrochloric acid (3 mL). The mixture was heated at 65 C for 3 hours, and the solvent removed in vacuo. The resultant residue was purified by reverse phase preparative HPLC on a Waters Symmetry C8 column (25 mm×100 mm, 7 μm particle size) using a gradient of 10% to 100% acetonitrile/0.1% trifluoroacetic acid in water over 8 minutes (10 minutes run time) at a flow rate of 40 mL/min to provide the... The reactants are FC1=C(C=CC(=C1)F)C1=NC(=NC=C1F)NC1=CC(=CC=C1)CS(=O)(=O)C (4-(2,4-difluorophenyl)-5-fluoro-N-{3-[(methylsulfonyl)methyl]phenyl}pyrimidin-2-amine), FC1=C(C=CC(=C1)F)C1=NC(=NC=C1F)NC1=CC(=CC=C1)CS(=O)(=O)C (4-(2,4-difluorophenyl)-5-fluoro-N-{3-[(methylsulfonyl)methyl]phenyl}pyrimidin-2-amine), FC1=CC=C(C=C1)CO ((4-fluorophenyl)methanol). The product is FC=1C(=NC(=NC1)NC1=CC(=CC=C1)CS(=O)(=O)C)C1=C(C=C(C=C1)OCC1=CC=C(C=C1)F)F (5-Fluoro-4-{2-fluoro-4-[(4-fluorobenzyl)oxy]phenyl}-N-{3-[(methylsulfonyl)methyl]phenyl}pyrimidin-2-amine). RXN SMILES: [F:1][C:2]1[CH:7]=[C:6](F)[CH:5]=[CH:4][C:3]=1[C:9]1[C:14]([F:15])=[CH:13][N:12]=[C:11]([NH:16][C:17]2[CH:22]=[CH:21][CH:20]=[C:19]([CH2:23][S:24]([CH3:27])(=[O:26])=[O:25])[CH:18]=2)[N:10]=1.[F:28][C:29]1[CH:34]=[CH:33][C:32]([CH2:35][OH:36])=[CH:31][CH:30]=1>>[F:15][C:14]1[C:9]([C:3]2[CH:4]=[CH:5][C:6]([O:36][CH2:35][C:32]3[CH:33]=[CH:34][C:29]([F:28])=[CH:30][CH:31]=3)=[CH:7][C:2]=2[F:1])=[N:10][C:11]([NH:16][C:17]2[CH:22]=[CH:21][CH:20]=[C:19]([CH2:23][S:24]([CH3:27])(=[O:25])=[O:26])[CH:18]=2)=[N:12][CH:13]=1. Procedure details: Example 17 was prepared under similar conditions as described in the preparation of Example 16 using 4-(2,4-difluorophenyl)-5-fluoro-N-{3-[(methylsulfonyl)methyl]phenyl}pyrimidin-2-amine (Intermediate 16.2) and (4-fluorophenyl)methanol (ABCR GmbH & CO. KG). The batch was purified by preparative HPLC. The reactants are CC(C)(C)N, ClCCl, O=[N+]([O-])c1cc(S(=O)(=O)Cl)ccc1Cl, O. Product: CC(C)(C)NS(=O)(=O)c1ccc(Cl)c([N+](=O)[O-])c1. RXN SMILES: [CH3:1][C:2]([CH3:3])([CH3:4])[NH2:5].[Cl:21][CH2:22][Cl:23].[Cl:6][c:7]1[c:8]([N+:17](=[O:18])[O-:19])[cH:9][c:10]([S:13](=[O:14])(=[O:15])[Cl:16])[cH:11][cH:12]1.[OH2:20]>>[CH3:1][C:2]([CH3:3])([CH3:4])[NH:5][S:13]([c:10]1[cH:9][c:8]([N+:17](=[O:18])[O-:19])[c:7]([Cl:6])[cH:12][cH:11]1)(=[O:14])=[O:15]. Reactants: CC1(C)NN(C2C3CC4CC(C3)CC2C4)C1=O, Fc1cccc(Cl)c1CBr. Yields the product CC1(C)C(=O)N(C2C3CC4CC(C3)CC2C4)N1Cc1c(F)cccc1Cl. RXN SMILES: [CH:1]12[CH:2]([N:11]3[NH:12][C:13]([CH3:16])([CH3:17])[C:14]3=[O:15])[CH:3]3[CH2:4][CH:5]([CH2:6][CH:7]([CH2:8]1)[CH2:9]3)[CH2:10]2.[Cl:18][c:19]1[c:20]([CH2:21][Br:22])[c:23]([F:27])[cH:24][cH:25][cH:26]1>>[CH:1]12[CH:2]([N:11]3[N:12]([CH2:21][c:20]4[c:19]([Cl:18])[cH:26][cH:25][cH:24][c:23]4[F:27])[C:13]([CH3:16])([CH3:17])[C:14]3=[O:15])[CH:3]3[CH2:4][CH:5]([CH2:6][CH:7]([CH2:8]1)[CH2:9]3)[CH2:10]2.